describe an organic reaction: reactants, conditions, products, and yield From a dataset of the Open Reaction Database (ORD), a public repository of structured organic reaction records. Reactants: C([O-])([O-])=O.[Na+].[Na+] (sodium carbonate), N(=O)[O-].[Na+] (sodium nitrite), C1=CC2=C3C(=C1)C(=CC4=C3C5=C(C2=O)C=C(C6=CC=CC(=C65)C4=O)Br)Br (Vat Orange 3), IK. Product: C(CCCCCCCCCCCCCCCCC)(=O)O (stearic acid), N (ammonia). RXN SMILES: [CH:1]1[CH:6]=[C:5]2[C:7](Br)=[CH:8][C:9]3[C:23](=[O:24])C4=C5[C:11]6=[C:12]([CH:15]=[C:16](Br)[C:17]5=[CH:18][CH:19]=C4)C(=O)[C:3](=[C:4]2[C:10]=36)[CH:2]=1.C(=O)([O-])[O-:28].[Na+].[Na+].[N:33]([O-])=O.[Na+]>>[C:23]([OH:24])(=[O:28])[CH2:9][CH2:8][CH2:7][CH2:5][CH2:6][CH2:1][CH2:2][CH2:3][CH2:4][CH2:10][CH2:11][CH2:12][CH2:15][CH2:16][CH2:17][CH2:18][CH3:19].[NH3:33] |f:1.2.3,4.5|. Procedure: A similar tinctorial result is obtained if dyeing is carried out with 0.162% of the dye Vat Orange 3 of C.I. No. 59,300 by the IK process at 40° C. and a falling temperature, instead of the dye mentioned above, and if, instead of sodium carbonate and sodium nitrite, the following chemicals are employed: 9 cm3 /l of 32.5% strength sodium hydroxide solution, 4 g/l of hydrosulfite, concentrated powder (sodium dithionite), and 15 g/l of calcined sodium sulfate, as well as 2 g/l of a 50 percent stren... The reactants are C([O-])([O-])=O.[Cs+].[Cs+] (caesium carbonate), C(CC)I (propyl iodide), BrC=1N=C(N2C1C=CC=C2)C(=O)C=2C=C1C(N(C(NC1=CC2)=O)CCOC2=CC=C(C=C2)F)=O (6-[(1-bromoimidazo[1,5-a]pyridin-3-yl)carbonyl]-3-[2-(4-fluorophenoxy)ethyl]quinazoline-2,4(1H,3H)-dione). Run in CN(C)C=O (DMF). Run at time 12 hour. The product is BrC=1N=C(N2C1C=CC=C2)C(=O)C=2C=C1C(N(C(N(C1=CC2)CCC)=O)CCOC2=CC=C(C=C2)F)=O (6-[(1-Bromoimidazo[1,5-a]pyridin-3-yl)carbonyl]-3-[2-(4-fluorophenoxy)ethyl]-1-propylquinazoline-2,4(1H,3H)-dione). The yield is 91.6%. Reaction SMILES: C(=O)([O-])[O-].[Cs+].[Cs+].[CH2:7](I)[CH2:8][CH3:9].[Br:11][C:12]1[N:13]=[C:14]([C:21]([C:23]2[CH:24]=[C:25]3[C:30](=[CH:31][CH:32]=2)[NH:29][C:28](=[O:33])[N:27]([CH2:34][CH2:35][O:36][C:37]2[CH:42]=[CH:41][C:40]([F:43])=[CH:39][CH:38]=2)[C:26]3=[O:44])=[O:22])[N:15]2[CH:20]=[CH:19][CH:18]=[CH:17][C:16]=12>CN(C=O)C>[Br:11][C:12]1[N:13]=[C:14]([C:21]([C:23]2[CH:24]=[C:25]3[C:30](=[CH:31][CH:32]=2)[N:29]([CH2:7][CH2:8][CH3:9])[C:28](=[O:33])[N:27]([CH2:34][CH2:35][O:36][C:37]2[CH:38]=[CH:39][C:40]([F:43])=[CH:41][CH:42]=2)[C:26]3=[O:44])=[O:22])[N:15]2[CH:20]=[CH:19][CH:18]=[CH:17][C:16]=12 |f:0.1.2|. Reported procedure: 7.22 g (22.16 mmol) of caesium carbonate and 5.65 g (33.24 mmol) of propyl iodide are added, under an inert atmosphere, to 5.6 g (11.08 mmol) of 6-[(1-bromoimidazo[1,5-a]pyridin-3-yl)carbonyl]-3-[2-(4-fluorophenoxy)ethyl]quinazoline-2,4(1H,3H)-dione in 300 ml of DMF. The reaction medium is stirred for 12 hours at ambient temperature under a nitrogen atmosphere and then concentrated under reduced pressure. The residue obtained is washed with 700 ml of water and then dried under reduced pressure a... Starting materials: [Na] (Sodium), C(C)O (ethanol), ClC1=C2C(=CNC2=CC=C1)[C@H]([C@@H](C(=O)OCC)O)C (Ethyl (2S*,3R*)-3-(4-chloroindol-3-yl)-2-hydroxybutyrate), Br.CNC(=N)NC (N,N′-dimethyl guanidine hydrogen bromide). Run in O (water). Yields the product ClC1=C2C(=CNC2=CC=C1)C(C)C1C(N=C(O1)NC)=O (5-[1-(4-chloroindol-3-yl)ethyl]-2-methylamino-2-oxazolin-4-one). Isolated yield 12.1%. As a reaction SMILES: [Na].C(O)C.[Cl:5][C:6]1[CH:14]=[CH:13][CH:12]=[C:11]2[C:7]=1[C:8]([C@@H:15]([CH3:23])[C@H:16]([OH:22])[C:17](OCC)=[O:18])=[CH:9][NH:10]2.Br.[CH3:25][NH:26][C:27](NC)=[NH:28]>O>[Cl:5][C:6]1[CH:14]=[CH:13][CH:12]=[C:11]2[C:7]=1[C:8]([CH:15]([CH:16]1[O:22][C:27]([NH:26][CH3:25])=[N:28][C:17]1=[O:18])[CH3:23])=[CH:9][NH:10]2 |f:3.4,^1:0|. Procedure: Sodium (100 mg) was dissolved into ethanol (5 ml). Ethyl (2S*,3R*)-3-(4-chloroindol-3-yl)-2-hydroxybutyrate (200 mg) and N,N′-dimethyl guanidine hydrogen bromide (143 mg) were added. The whole was refluxed for 16 hours. To the reaction mixture was added water and extracted with ethyl acetate. The extract was washed with brine and dried over magnesium sulfate. Concentration of the solution gave a residue, which was subjected to silica gel chromatography. Elution with hexane-acetone (1:1) provided... Reported procedure: The title compound was prepared from 2-(isoquinolin-5-yl)acetic acid and 2-(5-methylthiazol-2-yl)thiophen-3-amine using Protocol A. Method[7], MS(ESI) 366.0 [M+H], Retention time=3.157 min; 1H-NMR (300 MHz, CDCl3) δ 11.24 (s, 1H), 9.67 (s, 1H), 8.57 (d, J=6.6 Hz, 1H), 8.30 (d, J=6.6 Hz, 1H), 8.26 (d, J=8.24 Hz, 1H), 8.08-8.04 (m, 2H), 7.96-7.91 (m, 1H), 7.20 (d, J=5.5 Hz, 1H), 6.97 (d, J=1.1 Hz, 1H), 4.31 (s, 2H), 2.43 (d, J=1.1 Hz, 3H). The product is C1=NC=CC2=C(C=CC=C12)CC(=O)NC1=C(SC=C1)C=1SC(=CN1)C (2-(Isoquinolin-5-yl)-N-(2-(5-methylthiazol-2-yl)thiophen-3-yl)acetamide). Starting materials: C1=NC=CC2=C(C=CC=C12)CC(=O)O (2-(isoquinolin-5-yl)acetic acid), CC1=CN=C(S1)C=1SC=CC1N (2-(5-methylthiazol-2-yl)thiophen-3-amine). Reaction SMILES: [CH:1]1[C:10]2[C:5](=[C:6]([CH2:11][C:12]([OH:14])=O)[CH:7]=[CH:8][CH:9]=2)[CH:4]=[CH:3][N:2]=1.[CH3:15][C:16]1[S:20][C:19]([C:21]2[S:22][CH:23]=[CH:24][C:25]=2[NH2:26])=[N:18][CH:17]=1>>[CH:1]1[C:10]2[C:5](=[C:6]([CH2:11][C:12]([NH:26][C:25]3[CH:24]=[CH:23][S:22][C:21]=3[C:19]3[S:20][C:16]([CH3:15])=[CH:17][N:18]=3)=[O:14])[CH:7]=[CH:8][CH:9]=2)[CH:4]=[CH:3][N:2]=1. Starting materials: CC(Cl)c1cccnc1, OC1=CN=C(C=C1)C. Reagents/catalysts: O=C([O-])[O-].[Cs+].[Cs+] (cesium carbonate), [I-].[K+] (potassium iodide). Solvent: CN(C)C=O (DMF), CN(C)C=O (dmf), CN(C)C=O (DMF). Run at temperature 70 celsius, time 16 hour. The product is CC(C1=CC=CN=C1)OC2=CN=C(C=C2)C. Reactants: ClC(Cl)Cl, O=C(OO)c1cccc(Cl)c1, CSCc1c(C)nc2c3cccc(Cl)c3ccn12. Yields the product Cc1nc2c3cccc(Cl)c3ccn2c1CS(C)=O. Reaction SMILES: [CH:30]([Cl:31])([Cl:32])[Cl:33].[Cl:19][c:20]1[cH:21][cH:22][cH:23][c:24]([C:25]([O:26][OH:28])=[O:27])[cH:29]1.[Cl:1][c:2]1[c:3]2[cH:4][cH:5][n:6]3[c:7]([c:8]2[cH:9][cH:10][cH:11]1)[n:12][c:13]([CH3:18])[c:14]3[CH2:15][S:16][CH3:17]>>[Cl:1][c:2]1[c:3]2[cH:4][cH:5][n:6]3[c:7]([c:8]2[cH:9][cH:10][cH:11]1)[n:12][c:13]([CH3:18])[c:14]3[CH2:15][S:16]([CH3:17])=[O:27]. The product is CS(=O)(=O)[O-], CC(=O)C1CCC2C3CCC4CC(O)C(N5CC(C)(C)OC(C)(C)C5)CC4(C)C3C(=O)CC12C. As a reaction SMILES: [CH3:1][S:2]([OH:3])(=[O:4])=[O:5].[CH3:40][OH:41].[OH:6][CH:7]1[CH2:8][CH:9]2[CH2:10][CH2:11][CH:12]3[CH:13]4[CH2:14][CH2:15][CH:16]([C:17]([CH3:18])=[O:19])[C:20]4([CH3:39])[CH2:21][C:22](=[O:38])[CH:23]3[C:24]2([CH3:37])[CH2:25][CH:26]1[N:27]1[CH2:28][C:29]([CH3:35])([CH3:36])[O:30][C:31]([CH3:33])([CH3:34])[CH2:32]1>>[CH3:1][S:2](=[O:3])(=[O:4])[O-:5].[OH:6][CH:7]1[CH2:8][CH:9]2[CH2:10][CH2:11][CH:12]3[CH:13]4[CH2:14][CH2:15][CH:16]([C:17]([CH3:18])=[O:19])[C:20]4([CH3:39])[CH2:21][C:22](=[O:38])[CH:23]3[C:24]2([CH3:37])[CH2:25][CH:26]1[N:27]1[CH2:28][C:29]([CH3:35])([CH3:36])[O:30][C:31]([CH3:33])([CH3:34])[CH2:32]1. Reactants: CS(=O)(=O)O, CO, CC(=O)C1CCC2C3CCC4CC(O)C(N5CC(C)(C)OC(C)(C)C5)CC4(C)C3C(=O)CC12C. Starting materials: C1(CC1)NC(C(C(CCC)NC(=O)[C@H]1N(C[C@H]2[C@@H]1CCC2)C(=O)OC(C)(C)C)O)=O ((1S,3aR,6aS)-N-(1-(cyclopropylamino)-2-hydroxy-1-oxohexan-3-yl)-2-BOC-octahydrocyclopenta[c]pyrrole-1-carboxamide), C(=O)(C(F)(F)F)O (TFA), 13. The solvent is C(Cl)Cl (DCM), C(Cl)Cl (DCM). Product: C1(CC1)NC(C(C(CCC)NC(=O)[C@H]1NC[C@H]2[C@@H]1CCC2)O)=O ((1S,3aR,6aS)—N-(1-(cyclopropylamino)-2-hydroxy-1-oxohexan-3-yl)octahydrocyclopenta[c]pyrrole-1-carboxamide). Reaction SMILES: [CH:1]1([NH:4][C:5](=[O:30])[CH:6]([OH:29])[CH:7]([NH:11][C:12]([C@@H:14]2[C@H:18]3[CH2:19][CH2:20][CH2:21][C@H:17]3[CH2:16][N:15]2C(OC(C)(C)C)=O)=[O:13])[CH2:8][CH2:9][CH3:10])[CH2:3][CH2:2]1.C(O)(C(F)(F)F)=O>C(Cl)Cl>[CH:1]1([NH:4][C:5](=[O:30])[CH:6]([OH:29])[CH:7]([NH:11][C:12]([C@@H:14]2[C@H:18]3[CH2:19][CH2:20][CH2:21][C@H:17]3[CH2:16][NH:15]2)=[O:13])[CH2:8][CH2:9][CH3:10])[CH2:3][CH2:2]1. Procedure details: Compound 12 (0.845 g, 2 mmol) is treated with TFA (5 ml) in DCM (10 ml) at 0° C. for 2 hr. The mixture is evaporated to dryness. The yellow syrup so obtained is dissolved in DCM (20 ml) to make a stock solution of 13 (0.1 M) for the next step.